Dataset: the Open Reaction Database (ORD), a public repository of structured organic reaction records. Task: describe an organic reaction: reactants, conditions, products, and yield The reactants are CC#N, N#Cc1ccc(C(=O)CCl)cc1, ClCCl, O, c1c[nH]cn1. Yields the product N#Cc1ccc(C(=O)Cc2ncc[nH]2)cc1. RXN SMILES: [CH3:18][C:19]#[N:20].[Cl:1][CH2:2][C:3](=[O:4])[c:5]1[cH:6][cH:7][c:8]([C:11]#[N:12])[cH:9][cH:10]1.[Cl:21][CH2:22][Cl:23].[OH2:24].[nH:13]1[cH:14][n:15][cH:16][cH:17]1>>[CH2:2]([C:3](=[O:4])[c:5]1[cH:6][cH:7][c:8]([C:11]#[N:12])[cH:9][cH:10]1)[c:14]1[nH:13][cH:17][cH:16][n:15]1. Reactants: CN1CCNCC1 (1-methylpiperazine), hydrochloride salt, Cl (HCl), {[4-(2-butynyloxy)phenyl]sulfonyl}(3-chloropropyl)-amino-3-3-methylbutanoate, C(C#CC)OC1=CC=C(C=C1)S(=O)(=O)N(C(C(=O)NO)C(C)C)CCCN1CCN(CC1)C (2-{{[4-(2-butynyloxy)phenyl]sulfonyl}-[3-(4-methyl-1-piperazinyl)propyl]amino}-N-hydroxy-3-methylbutanamide). Product: Cl.C(C#CC)OC1=CC=C(C=C1)S(=O)(=O)N(C(C(=O)NO)C(C)C)CCCN1CCN(CC1)C (2-{{[4-(2-Butynyloxy)Phenyl]Sulfonyl}[3-(4-Methyl-1-Piperazinyl)Propyl]Amino}-N-Hydroxy-3-Methylbutanamide Hydrochloride). As a reaction SMILES: CN1CCNCC1.[CH2:8]([O:12][C:13]1[CH:18]=[CH:17][C:16]([S:19]([N:22]([CH2:31][CH2:32][CH2:33][N:34]2[CH2:39][CH2:38][N:37]([CH3:40])[CH2:36][CH2:35]2)[CH:23]([CH:28]([CH3:30])[CH3:29])[C:24]([NH:26][OH:27])=[O:25])(=[O:21])=[O:20])=[CH:15][CH:14]=1)[C:9]#[C:10][CH3:11].[ClH:41]>>[ClH:41].[CH2:8]([O:12][C:13]1[CH:14]=[CH:15][C:16]([S:19]([N:22]([CH2:31][CH2:32][CH2:33][N:34]2[CH2:35][CH2:36][N:37]([CH3:40])[CH2:38][CH2:39]2)[CH:23]([CH:28]([CH3:30])[CH3:29])[C:24]([NH:26][OH:27])=[O:25])(=[O:21])=[O:20])=[CH:17][CH:18]=1)[C:9]#[C:10][CH3:11] |f:3.4|. Reported procedure: According to the procedure of Example 118, using 1-methylpiperazine instead of diethylamine, 2-[{[4-(2-butynyloxy)phenyl]sulfonyl}(3-chloropropyl)-amino-3-3-methylbutanoate was converted into 2-{{[4-(2-butynyloxy)phenyl]sulfonyl}-[3-(4-methyl-1-piperazinyl)propyl]amino}-N-hydroxy-3-methylbutanamide, which was converted into the corresponding hydrochloride salt with ethereal HCl solution to provide an off-white solid. Electrospray Mass Spec 481.4 (M+H)+ RXN SMILES: [C:22](=[O:23])([O-:24])[O-:25].[CH2:1]([c:2]1[cH:3][cH:4][cH:5][cH:6][cH:7]1)[O:8][CH2:9][CH2:10][CH2:11][CH2:12][NH:13][c:14]1[cH:15][c:16]([C:17]#[N:18])[cH:19][cH:20][cH:21]1.[CH3:28][I:29].[CH3:31][N:32]([CH3:33])[CH:34]=[O:35].[ClH:30].[K+:26].[K+:27]>>[CH2:1]([c:2]1[cH:3][cH:4][cH:5][cH:6][cH:7]1)[O:8][CH2:9][CH2:10][CH2:11][CH2:12][N:13]([c:14]1[cH:15][c:16]([C:17]#[N:18])[cH:19][cH:20][cH:21]1)[CH3:22]. The reactants are O=C([O-])[O-], N#Cc1cccc(NCCCCOCc2ccccc2)c1, CI, CN(C)C=O, Cl, [K+], [K+]. The product is CN(CCCCOCc1ccccc1)c1cccc(C#N)c1. The reactants are O=C=O, COc1ccc2c(c1)CCN(S(=O)(=O)c1ccc(C)cc1)CC2, CC(C)=O, N, [Na]. The product is COc1ccc2c(c1)CCNCC2. RXN SMILES: [C:24](=[O:25])=[O:26].[CH3:1][O:2][c:3]1[cH:4][c:5]2[c:6]([cH:22][cH:23]1)[CH2:7][CH2:8][N:9]([S:12]([c:13]1[cH:14][cH:15][c:16]([CH3:17])[cH:18][cH:19]1)(=[O:20])=[O:21])[CH2:10][CH2:11]2.[CH3:27][C:28](=[O:29])[CH3:30].[NH3:32].[Na:31]>>[CH3:1][O:2][c:3]1[cH:4][c:5]2[c:6]([cH:22][cH:23]1)[CH2:7][CH2:8][NH:9][CH2:10][CH2:11]2. Reactants: [H][H] (hydrogen), OC(C1=C(C(=CC=C1)OC)OC)C1=CC=NC=C1 (4-[1-Hydroxy-1-(2,3-dimethoxyphenyl)methyl]pyridine), C1(=CC=CC=C1)C (toluene), O (water). Reagents/catalysts: [Rh] (rhodium on carbon). The solvent is CO (methanol). Yields the product OC(C1=C(C(=CC=C1)OC)OC)C1CCNCC1 (4-[1-Hydroxy-1-(2,3-dimethoxyphenyl)methyl]piperidine). As a reaction SMILES: [OH:1][CH:2]([C:13]1[CH:18]=[CH:17][N:16]=[CH:15][CH:14]=1)[C:3]1[CH:8]=[CH:7][CH:6]=[C:5]([O:9][CH3:10])[C:4]=1[O:11][CH3:12].C1(C)C=CC=CC=1.O.[H][H]>[Rh].CO>[OH:1][CH:2]([CH:13]1[CH2:14][CH2:15][NH:16][CH2:17][CH2:18]1)[C:3]1[CH:8]=[CH:7][CH:6]=[C:5]([O:9][CH3:10])[C:4]=1[O:11][CH3:12]. Procedure details: A suitable inert reactor is charged with 4-[1-hydroxy-1-(2,3-dimethoxyphenyl)methyl]pyridine (10) (13.6 kg, 55.5 mol) as a toluene wet cake and 5% rhodium on carbon catalyst (2.7 kg, 50% wet with water) as a water wet cake at about 25° C. About 190 kg of methanol is added and the reactor is pressured to about 100 psig with hydrogen for about 4-12 hours at about 50° C. The catalyst is removed by filtration and the reactor and catalyst are rinsed with about 7 kg of methanol. Deionized water is use... The reactants are CC(=O)OCC1OC(n2cnc3c(N)ncnc32)C2OC(C)(C)OC12, O=C=Nc1ccccc1. Yields the product CC(=O)OCC1OC(n2cnc3c(NC(=O)Nc4ccccc4)ncnc32)C2OC(C)(C)OC12. As a reaction SMILES: [C:1]([CH3:2])(=[O:3])[O:4][CH2:5][CH:6]1[O:7][CH:8]([n:16]2[c:17]3[n:18][cH:19][n:20][c:21]([NH2:25])[c:22]3[n:23][cH:24]2)[CH:9]2[O:10][C:11]([CH3:14])([CH3:15])[O:12][CH:13]12.[c:26]1([N:32]=[C:33]=[O:34])[cH:27][cH:28][cH:29][cH:30][cH:31]1>>[C:1]([CH3:2])(=[O:3])[O:4][CH2:5][CH:6]1[O:7][CH:8]([n:16]2[c:17]3[n:18][cH:19][n:20][c:21]([NH:25][C:33]([NH:32][c:26]4[cH:27][cH:28][cH:29][cH:30][cH:31]4)=[O:34])[c:22]3[n:23][cH:24]2)[CH:9]2[O:10][C:11]([CH3:14])([CH3:15])[O:12][CH:13]12. Reactants: [N+](=O)([O-])C1=CC=CC2=C1S(C=C2)(=O)=O (7-Nitrobenzo[b]thiophene 1,1-dioxide), [H][H] (hydrogen). The reagents and catalysts are [Pd] (palladium-on-charcoal). Solvent: C(C)(=O)OCC (ethyl acetate). The product is NC1=CC=CC2=C1S(CC2)(=O)=O (7-Amino-2,3-dihydrobenzo[b]thiophene 1,1-dioxide). The yield is 80.1%. As a reaction SMILES: [N+:1]([C:4]1[C:9]2[S:10](=[O:14])(=[O:13])[CH:11]=[CH:12][C:8]=2[CH:7]=[CH:6][CH:5]=1)([O-])=O.[H][H]>C(OCC)(=O)C.[Pd]>[NH2:1][C:4]1[C:9]2[S:10](=[O:14])(=[O:13])[CH2:11][CH2:12][C:8]=2[CH:7]=[CH:6][CH:5]=1. Procedure: 7-Nitrobenzo[b]thiophene-1,1-dioxide (19 g, Example 17) was hydrogenated in 200 ml of ethyl acetate over 1.0 g of 10% palladium-on-charcoal catalyst at 500 pounds-per-square-inch of pressure and 100° C. until no more hydrogen gas was absorbed. The mixture was filtered through celite, and the filtrate was concentrated in vacuo. The solid residue was recrystallized from 1-chlorobutane to yield 13.2 g of the title compound; m.p. 117°-119° C.